describe an organic reaction: reactants, conditions, products, and yield From a dataset of the Open Reaction Database (ORD), a public repository of structured organic reaction records. Yields the product FC1=C(C(=CC=C1)F)N1N=CC2=C1N(C(C(=C2)C=2C=C(C(=O)O)C=CC2CO)=O)C (3-(1-(2,6-difluorophenyl)-7-methyl-6-oxo-6,7-dihydro-1H-pyrazolo[3,4-b]pyridin-5-yl)-4-(hydroxymethyl)benzoic acid). The reagents and catalysts are C=1C=CC(=CC1)[P](C=2C=CC=CC2)(C=3C=CC=CC3)[Pd]([P](C=4C=CC=CC4)(C=5C=CC=CC5)C=6C=CC=CC6)([P](C=7C=CC=CC7)(C=8C=CC=CC8)C=9C=CC=CC9)[P](C=1C=CC=CC1)(C=1C=CC=CC1)C=1C=CC=CC1 (Tetrakis(triphenylphosphine)palladium(0)). Procedure details: Tetrakis(triphenylphosphine)palladium(0) (38 mg, 33 μmol), 5-bromo-1-(2,6-difluorophenyl)-7-methyl-1H-pyrazolo[3,4-b]pyridin-6(7H)-one (373 mg, 1096 μmol), methyl 4-(acetoxymethyl)-3-(4,4,5,5-tetramethyl-1,3,2-dioxaborolan-2-yl)benzoate (403 mg, 1206 μmol) were treated with 1,4-dioxane (5.4 mL) and 1 M aqueous Na2CO3 (2.74 mL, 2741 μmol) under argon and heated in a microwave at 130° C. for 30 min. The reaction mixture was treated with EtOAc (20 mL) and extracted with 1N NaOH (2×15 mL). The pH wa... Starting materials: BrC1=CC2=C(N(C1=O)C)N(N=C2)C2=C(C=CC=C2F)F (5-bromo-1-(2,6-difluorophenyl)-7-methyl-1H-pyrazolo[3,4-b]pyridin-6(7H)-one), C(C)(=O)OCC1=C(C=C(C(=O)OC)C=C1)B1OC(C(O1)(C)C)(C)C (methyl 4-(acetoxymethyl)-3-(4,4,5,5-tetramethyl-1,3,2-dioxaborolan-2-yl)benzoate), O1CCOCC1 (1,4-dioxane), C(=O)([O-])[O-].[Na+].[Na+] (Na2CO3). As a reaction SMILES: Br[C:2]1[C:7](=[O:8])[N:6]([CH3:9])[C:5]2[N:10]([C:13]3[C:18]([F:19])=[CH:17][CH:16]=[CH:15][C:14]=3[F:20])[N:11]=[CH:12][C:4]=2[CH:3]=1.C([O:24][CH2:25][C:26]1[CH:35]=[CH:34][C:29]([C:30]([O:32]C)=[O:31])=[CH:28][C:27]=1B1OC(C)(C)C(C)(C)O1)(=O)C.O1CCOCC1.C([O-])([O-])=O.[Na+].[Na+]>C1C=CC([P]([Pd]([P](C2C=CC=CC=2)(C2C=CC=CC=2)C2C=CC=CC=2)([P](C2C=CC=CC=2)(C2C=CC=CC=2)C2C=CC=CC=2)[P](C2C=CC=CC=2)(C2C=CC=CC=2)C2C=CC=CC=2)(C2C=CC=CC=2)C2C=CC=CC=2)=CC=1.CCOC(C)=O>[F:20][C:14]1[CH:15]=[CH:16][CH:17]=[C:18]([F:19])[C:13]=1[N:10]1[C:5]2[N:6]([CH3:9])[C:7](=[O:8])[C:2]([C:35]3[CH:34]=[C:29]([CH:28]=[CH:27][C:26]=3[CH2:25][OH:24])[C:30]([OH:32])=[O:31])=[CH:3][C:4]=2[CH:12]=[N:11]1 |f:3.4.5,^1:60,62,81,100|. Reaction conditions: temperature 130 celsius. The solvent is CCOC(=O)C (EtOAc). Isolated yield 41.3%. Starting materials: CC1CN(Cc2nc(O)c3cnc(-c4ccccc4C(F)(F)F)cc3n2)CC(C)O1, ClC(Cl)Cl, O=P(Cl)(Cl)Cl, Cc1cccc(C)n1. The product is CC1CN(Cc2nc(Cl)c3cnc(-c4ccccc4C(F)(F)F)cc3n2)CC(C)O1. As a reaction SMILES: [CH3:1][CH:2]1[O:3][CH:4]([CH3:30])[CH2:5][N:6]([CH2:8][c:9]2[n:10][c:11]([OH:29])[c:12]3[c:13]([n:14]2)[cH:15][c:16](-[c:19]2[c:20]([C:25]([F:26])([F:27])[F:28])[cH:21][cH:22][cH:23][cH:24]2)[n:17][cH:18]3)[CH2:7]1.[Cl:44][CH:45]([Cl:46])[Cl:47].[P:39]([Cl:40])([Cl:41])([Cl:42])=[O:43].[n:31]1[c:32]([CH3:33])[cH:34][cH:35][cH:36][c:37]1[CH3:38]>>[CH3:1][CH:2]1[O:3][CH:4]([CH3:30])[CH2:5][N:6]([CH2:8][c:9]2[n:10][c:11]([Cl:41])[c:12]3[c:13]([n:14]2)[cH:15][c:16](-[c:19]2[c:20]([C:25]([F:26])([F:27])[F:28])[cH:21][cH:22][cH:23][cH:24]2)[n:17][cH:18]3)[CH2:7]1. Starting materials: CN(C)C=O, CCOC(=O)C(=O)c1csc(N)n1, O=C=Nc1ccccc1. Yields the product CCOC(=O)C(=O)c1csc(NC(=O)Nc2ccccc2)n1. RXN SMILES: [CH3:23][N:24]([CH3:25])[CH:26]=[O:27].[NH2:1][c:2]1[s:3][cH:4][c:5]([C:7]([C:8](=[O:9])[O:10][CH2:11][CH3:12])=[O:13])[n:6]1.[O:14]=[C:15]=[N:16][c:17]1[cH:18][cH:19][cH:20][cH:21][cH:22]1>>[NH:1]([c:2]1[s:3][cH:4][c:5]([C:7]([C:8](=[O:9])[O:10][CH2:11][CH3:12])=[O:13])[n:6]1)[C:15](=[O:14])[NH:16][c:17]1[cH:18][cH:19][cH:20][cH:21][cH:22]1. As a reaction SMILES: [C:15](=[O:16])([O-:17])[O-:18].[Cs+:19].[Cs+:20].[Cu:38][I:39].[I:1][c:2]1[cH:3][cH:4][c:5]([CH2:8][CH2:9][N:10]2[CH2:11][CH2:12][CH2:13][CH2:14]2)[cH:6][cH:7]1.[c:21]1(-[c:32]2[cH:33][cH:34][cH:35][cH:36][cH:37]2)[cH:22][cH:23][c:24]([NH:27][C:28]([C:29]#[CH:30])=[O:31])[cH:25][cH:26]1>>[c:2]1([C:30]#[C:29][C:28]([NH:27][c:24]2[cH:23][cH:22][c:21](-[c:32]3[cH:33][cH:34][cH:35][cH:36][cH:37]3)[cH:26][cH:25]2)=[O:31])[cH:3][cH:4][c:5]([CH2:8][CH2:9][N:10]2[CH2:11][CH2:12][CH2:13][CH2:14]2)[cH:6][cH:7]1. Product: O=C(C#Cc1ccc(CCN2CCCC2)cc1)Nc1ccc(-c2ccccc2)cc1. Reactants: O=C([O-])[O-], [Cs+], [Cs+], [Cu]I, Ic1ccc(CCN2CCCC2)cc1, C#CC(=O)Nc1ccc(-c2ccccc2)cc1. Reaction SMILES: Cl[CH2:2][CH:3]=[C:4]1[C:10]2[CH:11]=[CH:12][CH:13]=[CH:14][C:9]=2[CH:8]=[CH:7][C:6]2[CH:15]=[CH:16][CH:17]=[CH:18][C:5]1=2.[CH2:19]([NH2:26])[C:20]1[CH:25]=[CH:24][CH:23]=[CH:22][CH:21]=1>C(#N)C>[CH2:19]([NH:26][CH2:2][CH:3]=[C:4]1[C:10]2[CH:11]=[CH:12][CH:13]=[CH:14][C:9]=2[CH:8]=[CH:7][C:6]2[CH:15]=[CH:16][CH:17]=[CH:18][C:5]1=2)[C:20]1[CH:25]=[CH:24][CH:23]=[CH:22][CH:21]=1. Reported procedure: To a solution of 5-(2'-chloroethylidene)-5H dibenzo[a,d]cycloheptene (1.25 g, 5 mmol) in acetonitrile (30 ml) is added benzylamine (1.6 g, 15 mmol) and the mixture is refluxed for 4 hours under argon atmosphere. The solution is concentrated in vacuo, the residue is taken up in water, and the solution is basified with concentrated aqueous sodium bicarbonate. The water phase is extracted with ethyl acetate. The organic mixture is dried over magnesium sulfate, filtered and concentrated in vacuo. Th... Product: C(C1=CC=CC=C1)NCC=C1C2=C(C=CC3=C1C=CC=C3)C=CC=C2 (5-(2'-BENZYLAMINO-ETHYLIDENE)-5H-DIBENZO[a,d]CYCLOHEPTENE). Starting materials: ClCC=C1C2=C(C=CC3=C1C=CC=C3)C=CC=C2 (5-(2'-chloroethylidene)-5H dibenzo[a,d]cycloheptene), C(C1=CC=CC=C1)N (benzylamine). The solvent is C(C)#N (acetonitrile). Run in C(Cl)Cl (CH2Cl2), C(Cl)Cl (CH2Cl2). Reaction conditions: temperature 0 celsius, time 1 hour. Reported procedure: Trifluoromethanesulfonic anhydride (1.8 mL, 10.8 mmol) is added at 0° C. to a solution of phenyl 6-deoxy-2-O-(4-methoxybenzyl)-1-thio-β-L-allopyranoside (β-14) (1.01 g, 2.69 mmol) and pyridine (2.2 mL, 26.9 mmol) in 30 mL of CH2Cl2. The solution is stirred at 0° C. for 1 h and allowed to warm at room temperature over 3 h. The reaction mixture is cooled to 0° C. before quenching with TEA (1.0 mL, 7.2 mmol). The reaction mixture is diluted with 30 mL of CH2Cl2, washed with saturated NaHCO3 (30 mL)... Isolated yield 78.9%. As a reaction SMILES: FC(F)(F)S([O:6][S:7]([C:10]([F:13])([F:12])[F:11])(=[O:9])=[O:8])(=O)=O.[CH3:16][O:17][C:18]1[CH:41]=[CH:40][C:21]([CH2:22][O:23][C@H:24]2[C@@H:36]([OH:37])[C@@H:35](O)[C@H:34]([CH3:39])[O:33][C@@H:25]2[S:26][C:27]2[CH:32]=[CH:31][CH:30]=[CH:29][CH:28]=2)=[CH:20][CH:19]=1.N1C=CC=CC=1>C(Cl)Cl>[F:11][C:10]([F:13])([F:12])[S:7]([O:37][C@H:36]1[C@@H:35]([O:6][S:7]([C:10]([F:11])([F:12])[F:13])(=[O:8])=[O:9])[C@H:34]([CH3:39])[O:33][C@H:25]([S:26][C:27]2[CH:32]=[CH:31][CH:30]=[CH:29][CH:28]=2)[C@H:24]1[O:23][CH2:22][C:21]1[CH:40]=[CH:41][C:18]([O:17][CH3:16])=[CH:19][CH:20]=1)(=[O:8])=[O:6]. The reactants are TEA, FC(S(=O)(=O)OS(=O)(=O)C(F)(F)F)(F)F (Trifluoromethanesulfonic anhydride), COC1=CC=C(CO[C@@H]2[C@@H](SC3=CC=CC=C3)O[C@H]([C@@H]([C@@H]2O)O)C)C=C1 (phenyl 6-deoxy-2-O-(4-methoxybenzyl)-1-thio-β-L-allopyranoside), N1=CC=CC=C1 (pyridine). The product is FC(S(=O)(=O)O[C@@H]1[C@@H]([C@@H](SC2=CC=CC=C2)O[C@H]([C@@H]1OS(=O)(=O)C(F)(F)F)C)OCC1=CC=C(C=C1)OC)(F)F (phenyl 6-deoxy-3,4-di-O-(trifluoromethanesulfonyl)-2-O-(4-methoxybenzyl)-1-thio-β-L-allopyranoside). The reactants are CCNC(=N)N, CC(C)=O, O=C(Cl)Cc1ccc(Cl)cc1, [Na+], [Na+], [Na+], O=S(=O)([O-])[O-], O=S(=O)([O-])[O-], [OH-]. Product: CCNC(=N)NC(=O)Cc1ccc(Cl)cc1. RXN SMILES: [CH2:3]([CH3:4])[NH:5][C:6](=[NH:7])[NH2:8].[CH3:32][C:33](=[O:34])[CH3:35].[Cl:21][c:22]1[cH:23][cH:24][c:25]([CH2:28][C:29](=[O:30])[Cl:31])[cH:26][cH:27]1.[Na+:14].[Na+:15].[Na+:2].[O-:16][S:17](=[O:18])(=[O:19])[O-:20].[O-:9][S:10](=[O:11])(=[O:12])[O-:13].[OH-:1]>>[CH2:3]([CH3:4])[NH:5][C:6](=[NH:7])[NH:8][C:29]([CH2:28][c:25]1[cH:24][cH:23][c:22]([Cl:21])[cH:27][cH:26]1)=[O:30]. Reactants: O=C1CCN(Cc2ccccc2)CC1c1cccc(Cl)c1, C1CCOC1, CI, CC(C)[N-]C(C)C, [Li+]. The product is CC1(c2cccc(Cl)c2)CN(Cc2ccccc2)CCC1=O. As a reaction SMILES: [CH2:1]([c:2]1[cH:3][cH:4][cH:5][cH:6][cH:7]1)[N:8]1[CH2:9][CH:10]([c:15]2[cH:16][c:17]([Cl:21])[cH:18][cH:19][cH:20]2)[C:11](=[O:14])[CH2:12][CH2:13]1.[CH2:32]1[O:33][CH2:34][CH2:35][CH2:36]1.[CH3:30][I:31].[CH:22]([N-:23][CH:24]([CH3:25])[CH3:26])([CH3:27])[CH3:28].[Li+:29]>>[CH2:1]([c:2]1[cH:3][cH:4][cH:5][cH:6][cH:7]1)[N:8]1[CH2:9][C:10]([c:15]2[cH:16][c:17]([Cl:21])[cH:18][cH:19][cH:20]2)([CH3:22])[C:11](=[O:14])[CH2:12][CH2:13]1.